Task: describe an organic reaction: reactants, conditions, products, and yield. Dataset: the Open Reaction Database (ORD), a public repository of structured organic reaction records Reactants: C(C)(=O)O (acetic acid), C(=O)(C(F)(F)F)O (TFA), BrBr (bromine), CC1=CC=C2C(C(=O)OC(N2)=O)=C1 (5-methyl-isatoic anhydride). The solvent is O (water). Reaction conditions: temperature 5 celsius. Product: BrC=1C(=CC=C2C1C(=O)OC(N2)=O)C (6-Bromo-5-methyl-isatoic anhydride). Reaction SMILES: [CH3:1][C:2]1[CH:13]=[C:6]2[C:7]([O:9][C:10](=[O:12])[NH:11][C:5]2=[CH:4][CH:3]=1)=[O:8].C(O)(=O)C.C(O)(C(F)(F)F)=O.[Br:25]Br>O>[Br:25][C:13]1[C:2]([CH3:1])=[CH:3][CH:4]=[C:5]2[NH:11][C:10](=[O:12])[O:9][C:7](=[O:8])[C:6]=12. Procedure: To a suspension of 5-methyl-isatoic anhydride (9.2 g, 0.052 mol) in a mixture of glacial acetic acid (60 mL) and TFA (30 mL), bromine (9.9 g, 0.062 mol) was added under stirring at 5° C. Reaction mixture warmed to room temperature and stirred˜5 hours. Poured in cold water and yellow ppt filtered and washed with water and dried. Yield: 12.09 g, 90%. Procedure: 2-(2'-Hydroxyphenyl)benzotriazoles are known as light stabilizers for plastics (U.S. Pat. No. 3,004,896, Heller et al., Oct. 17, 1961). One method of making these compounds involves reducing an azo compound with powdered zinc (U.S. Pat. No. 3,214,436, Boyle et al., Oct. 26, 1965) but this method presents a problem of separation of large amounts of zinc oxide from the product. Another method involves oxidizing a diaminohydroxyazobenzene to form a 5-amino-2-(2'-hydroxyphenyl)benzotriazole which mu... Yields the product OC1=C(C=CC=C1)N1N=C2C(=N1)C=CC=C2 (2-(hydroxyphenyl)benzotriazole). The reactants are [H][H] (hydrogen), C1(=C(C=CC=C1)N)N (o-phenylenediamine), NC1=C(C=CC=C1)O (o-aminophenol), NC1=CC=2C(=NN(N2)C2=C(C=CC=C2)O)C=C1 (5-amino-2-(2'-hydroxyphenyl)benzotriazole), [N+](=O)([O-])C1=C(C(=C(C=C1)O)N=NC1=C(C=CC=C1)O)C1=CC=CC=C1 (nitrophenylazophenol). Reaction SMILES: [H][H].N[C:4]1[CH:19]=[CH:18][C:7]2=[N:8][N:9]([C:11]3[CH:16]=[CH:15][CH:14]=[CH:13][C:12]=3[OH:17])[N:10]=[C:6]2[CH:5]=1.[N+](C1C=CC(O)=C(N=NC2C=CC=CC=2O)C=1C1C=CC=CC=1)([O-])=O.C1(N)C=CC=CC=1N.NC1C=CC=CC=1O>>[OH:17][C:12]1[CH:13]=[CH:14][CH:15]=[CH:16][C:11]=1[N:9]1[N:10]=[C:6]2[CH:5]=[CH:4][CH:19]=[CH:18][C:7]2=[N:8]1. Reactants: C(#N)C=1C=CC(=C(C1)S(=O)(=O)NCCN(C)C)OC1=CC(=CC(=C1)Cl)Cl (5-cyano-2-(3,5-dichloro-phenoxy)-N-(2-dimethylamino-ethyl)-benzene-sulfonamide), BrCCN1C(CCC1=O)=O (1-(2-bromo-ethyl)-pyrrolidine-2,5-dione), [H-].[Na+] (NaH). Run in CN(C)C=O (DMF). Reaction conditions: temperature 90 celsius, time 8 hour. Yields the product C(#N)C=1C=CC(=C(C1)S(=O)(=O)N(CCN1C(CCC1=O)=O)CCN(C)C)OC1=CC(=CC(=C1)Cl)Cl (5-cyano-2-(3,5-dichloro-phenoxy)-N-(2-dimethylamino-ethyl)-N-[2-(2,5-dioxo-pyrrolidin-1-yl)-ethyl]-benzenesulfonamide). The yield is 81.6%. Reaction SMILES: [C:1]([C:3]1[CH:4]=[CH:5][C:6]([O:18][C:19]2[CH:24]=[C:23]([Cl:25])[CH:22]=[C:21]([Cl:26])[CH:20]=2)=[C:7]([S:9]([NH:12][CH2:13][CH2:14][N:15]([CH3:17])[CH3:16])(=[O:11])=[O:10])[CH:8]=1)#[N:2].Br[CH2:28][CH2:29][N:30]1[C:34](=[O:35])[CH2:33][CH2:32][C:31]1=[O:36].[H-].[Na+]>CN(C=O)C>[C:1]([C:3]1[CH:4]=[CH:5][C:6]([O:18][C:19]2[CH:20]=[C:21]([Cl:26])[CH:22]=[C:23]([Cl:25])[CH:24]=2)=[C:7]([S:9]([N:12]([CH2:13][CH2:14][N:15]([CH3:17])[CH3:16])[CH2:28][CH2:29][N:30]2[C:34](=[O:35])[CH2:33][CH2:32][C:31]2=[O:36])(=[O:10])=[O:11])[CH:8]=1)#[N:2] |f:2.3|. Reported procedure: To a solution of 5-cyano-2-(3,5-dichloro-phenoxy)-N-(2-dimethylamino-ethyl)-benzene-sulfonamide (41.4 mg, 0.1 mmol) in dry DMF (2 ml) was added 1-(2-bromo-ethyl)-pyrrolidine-2,5-dione (30.9 mg, 0.15 mmol) and NaH (60%, 6.00 mg, 0.15 mmol). The mixture was stirred for 8 hours at 90° C. After cooled to room temperature, the solvent was evaporated. The mixture was diluted with EtOAc (60 ml), washed with brine, and dried over MgSO4. The solvent was evaporated and the residue was purified by preparat... Reactants: CN(C(=O)C1=NN(C=C1[N+](=O)[O-])C1=NC=CC=C1)C (4-nitro-1-pyridin-2-yl-1H-pyrazole-3-carboxylic acid dimethylamide). The reagents and catalysts are [Pd] (Pd/C). Solvent: C1CCOC1 (THF). Run at time 8 hour. The product is CN(C(=O)C1=NN(C=C1N)C1=NC=CC=C1)C (4-Amino-1-pyridin-2-yl-1H-pyrazole-3-carboxylic acid dimethylamide). Yield: 100.1%. Reaction SMILES: [CH3:1][N:2]([CH3:19])[C:3]([C:5]1[C:9]([N+:10]([O-])=O)=[CH:8][N:7]([C:13]2[CH:18]=[CH:17][CH:16]=[CH:15][N:14]=2)[N:6]=1)=[O:4]>C1COCC1.[Pd]>[CH3:1][N:2]([CH3:19])[C:3]([C:5]1[C:9]([NH2:10])=[CH:8][N:7]([C:13]2[CH:18]=[CH:17][CH:16]=[CH:15][N:14]=2)[N:6]=1)=[O:4]. Procedure details: A solution of 4-nitro-1-pyridin-2-yl-1H-pyrazole-3-carboxylic acid dimethylamide (50 mg, 0.19 mmol) in THF (3 ml) was flushed with argon and treated with Pd/C 10% (11 mg, 0.01 mmol). The reaction vessel was evacuated and flushed with hydrogen three times and the reaction was stirred at ambient temperature overnight. The reaction mixture was filtrated and the solvent was evaporated to yield a solid material (44 mg, 99%) which was used without further purification. Reactants: N[C@H](CCC1=CC=C(C=C1)O)C (4-((S)-3-Aminobutyl)phenol), C(C)(=O)OC(C)=O (acetic anhydride). Yields the product OC1=CC=C(C=C1)CC[C@H](C)NC(C)=O (N—[(S)-3-(4-Hydroxyphenyl)-1-methylpropyl]acetamide). Reaction SMILES: [NH2:1][C@@H:2]([CH3:12])[CH2:3][CH2:4][C:5]1[CH:10]=[CH:9][C:8]([OH:11])=[CH:7][CH:6]=1.[C:13](OC(=O)C)(=[O:15])[CH3:14]>>[OH:11][C:8]1[CH:7]=[CH:6][C:5]([CH2:4][CH2:3][C@@H:2]([NH:1][C:13](=[O:15])[CH3:14])[CH3:12])=[CH:10][CH:9]=1. Procedure details: 4-((S)-3-Aminobutyl)phenol (1.3 g, 7.87 mmol) was reacted with acetic anhydride in analogy to example 2a. Yield: 1.24 g (76%), M+H+: 208.13. Starting materials: C1(CCCCC1)N=C=NC1CCCCC1 (dicyclohexylcarbodiimide), N1[C@@H](CCC1=O)C(=O)N[C@@H](CC1=CNC=N1)C(=O)N1[C@@H](C(=O)N)[C@@H](CC1)CC.C(C)[C@H]1[C@@H](NCC1)C(=O)N (L-Pyroglutamyl-L-histidyl-trans-3-ethyl-dl-prolineamide trans-3-Ethyl-dl-prolineamide), C(C1=CC=CC=C1)OC(=O)N1[C@@H](CCC1=O)C(=O)N[C@@H](CC1=CNC=N1)C(=O)O (benzyloxycarbonyl-L-pyroglutamyl-L-histidine), OC1=CC=CC=2NN=NC21 (hydroxybenzotriazole). Run at time 18 hour. Isolated yield 97.1%. Product: N1[C@@H](CCC1=O)C(=O)N[C@@H](CC1=CNC=N1)C(=O)N1[C@@H](C(=O)N)[C@@H](CC1)CC (L-pyroglutamyl-L-histidyl-trans-3-ethyl-dl-prolineamide). Procedure details: L-Pyroglutamyl-L-histidyl-trans-3-ethyl-dl-prolineamide trans-3-Ethyl-dl-prolineamide (288 mg, 2 mM), benzyloxycarbonyl-L-pyroglutamyl-L-histidine (822 mg, 2 mM), and hydroxybenzotriazole (550 mg, 4 mM) were dissolved in dimethylformamide (6 ml), the solution cooled to 0°, dicyclohexylcarbodiimide (480 mg, 2.2 mM) added and the mixture stirred for 18 hrs. The mixture was then filtered and the filtrate evaporated. The resulting oil was dissolved in tetrahydrofuran - water (1 : 1, 80 ml), palladiu... Solvent: CN(C=O)C (dimethylformamide). Reaction SMILES: [NH:1]1[C:5](=[O:6])[CH2:4][CH2:3][C@H:2]1[C:7]([NH:9][C@H:10]([C:17]([N:19]1[CH2:26][CH2:25][C@@H:24]([CH2:27][CH3:28])[C@@H:20]1[C:21]([NH2:23])=[O:22])=[O:18])[CH2:11][C:12]1[N:16]=[CH:15][NH:14][CH:13]=1)=[O:8].C([C@@H]1CCN[C@H]1C(N)=O)C.C(OC(N1C(=O)CC[C@H]1C(N[C@H](C(O)=O)CC1N=CNC=1)=O)=O)C1C=CC=CC=1.OC1C2N=NNC=2C=CC=1.C1(N=C=NC2CCCCC2)CCCCC1>CN(C)C=O>[NH:1]1[C:5](=[O:6])[CH2:4][CH2:3][C@H:2]1[C:7]([NH:9][C@H:10]([C:17]([N:19]1[CH2:26][CH2:25][C@@H:24]([CH2:27][CH3:28])[C@@H:20]1[C:21]([NH2:23])=[O:22])=[O:18])[CH2:11][C:12]1[N:16]=[CH:15][NH:14][CH:13]=1)=[O:8] |f:0.1|. The reactants are CN1CCOCC1 (N-methylmorpholine), [B-](F)(F)(F)F.CCOC(=O)C(=NOC(=[N+](C)C)N(C)C)C#N (TOTU), [B-](F)(F)(F)F.CCOC(=O)C(=NOC(=[N+](C)C)N(C)C)C#N (TOTU), COC(=O)[C@H]1[C@@H](C1)CN1CCC(CC1)C1=NOC2=C1SC=C2 (trans-2-(4-thieno[2,3-d]isoxazol-3-yl-piperidin-1-ylmethyl)-cyclopropanecarboxylic acid methyl ester), CN1CCOCC1 (N-methylmorpholine), C(C)[C@@H]1CC[C@H](CC1)N (trans-4-ethylcyclohexylamine). Solvent: CN(C=O)C (dimethylformamide). Run at time 0.5 hour. Product: C(C)[C@@H]1CC[C@H](CC1)NC(=O)[C@H]1[C@@H](C1)CN1CCC(CC1)C1=NOC2=C1SC=C2 (Racemic-trans-2-(4-Thieno[2,3-d]isoxazol-3-yl-piperidin-1-ylmethyl)-cyclopropanecarboxylic acid trans-(4-ethyl-cyclohexyl)-amide). RXN SMILES: [B-](F)(F)(F)F.CCOC(C(C#N)=NOC(N(C)C)=[N+](C)C)=O.C[O:24][C:25]([C@@H:27]1[CH2:29][C@H:28]1[CH2:30][N:31]1[CH2:36][CH2:35][CH:34]([C:37]2[C:41]3[S:42][CH:43]=[CH:44][C:40]=3[O:39][N:38]=2)[CH2:33][CH2:32]1)=O.CN1CCOCC1.[CH2:52]([C@H:54]1[CH2:59][CH2:58][C@H:57]([NH2:60])[CH2:56][CH2:55]1)[CH3:53]>CN(C)C=O>[CH2:52]([C@H:54]1[CH2:59][CH2:58][C@H:57]([NH:60][C:25]([C@@H:27]2[CH2:29][C@H:28]2[CH2:30][N:31]2[CH2:36][CH2:35][CH:34]([C:37]3[C:41]4[S:42][CH:43]=[CH:44][C:40]=4[O:39][N:38]=3)[CH2:33][CH2:32]2)=[O:24])[CH2:56][CH2:55]1)[CH3:53] |f:0.1|. Reported procedure: Add TOTU (415 mg, 1.06 mmol) to a solution of trans-2-(4-thieno[2,3-d]isoxazol-3-yl-piperidin-1-ylmethyl)-cyclopropanecarboxylic acid methyl ester (Example 22b)(300 mg, 1.0 mmol), in dimethylformamide (approximately 10 mL), and allow the reaction to stir at ambient temperature for 0.5 h. Add N-methylmorpholine (107 mg, 1.26 mmol) and trans-4-ethylcyclohexylamine (254 mg, 2.0 mmol), and stir for 6 h. Add additional equivalents of N-methylmorpholine and TOTU and continue to stir for overnight. I t... The reactants are CN1CCC(B2OC(C)(C)C(C)(C)O2)=CC1=O, CC(=O)[O-], ClCCl, [K+], O=C(c1ccc(Oc2nccnc2Cl)cc1)c1nc2ccccc2[nH]1. Yields the product CN1CCC(c2nccnc2Oc2ccc(C(=O)c3nc4ccccc4[nH]3)cc2)=CC1=O. RXN SMILES: [CH3:1][N:2]1[C:3](=[O:17])[CH:4]=[C:5]([B:8]2[O:9][C:10]([CH3:11])([CH3:12])[C:13]([CH3:14])([CH3:15])[O:16]2)[CH2:6][CH2:7]1.[CH3:44][C:45](=[O:46])[O-:47].[Cl:48][CH2:49][Cl:50].[K+:43].[nH:18]1[c:19]([C:27](=[O:28])[c:29]2[cH:30][cH:31][c:32]([O:35][c:36]3[n:37][cH:38][cH:39][n:40][c:41]3[Cl:42])[cH:33][cH:34]2)[n:20][c:21]2[c:22]1[cH:23][cH:24][cH:25][cH:26]2>>[CH3:1][N:2]1[C:3](=[O:17])[CH:4]=[C:5]([c:41]2[c:36]([O:35][c:32]3[cH:31][cH:30][c:29]([C:27]([c:19]4[nH:18][c:22]5[c:21]([n:20]4)[cH:26][cH:25][cH:24][cH:23]5)=[O:28])[cH:34][cH:33]3)[n:37][cH:38][cH:39][n:40]2)[CH2:6][CH2:7]1.